Dataset: the Open Reaction Database (ORD), a public repository of structured organic reaction records. Task: describe an organic reaction: reactants, conditions, products, and yield Reactants: NC=1SC2=C(N1)C(=CC(=C2)OC2=CC(=NC=C2)C(=O)NC)C (4-(2-amino-4-methylbenzo[d]thiazol-6-yloxy)-N-methylpicolinamide), BrCC1CCCCC1 (bromomethyl cyclohexane), C([O-])([O-])=O.[K+].[K+] (potassium carbonate), CN1CCCC1=O (NMP). Reaction conditions: temperature 80 celsius, time 12 hour. The product is C1(CCCCC1)CNC=1SC2=C(N1)C(=CC(=C2)OCC2=CC(=NC=C2)C(=O)N)C (4-(2-(cyclohexylmethylamino)-4-methylbenzo[d]thiazol-6-yloxy)methyl picolinamide). As a reaction SMILES: [NH2:1][C:2]1[S:3][C:4]2[CH:10]=[C:9]([O:11][C:12]3C=CN=[C:14]([C:18]([NH:20][CH3:21])=O)[CH:13]=3)[CH:8]=[C:7]([CH3:22])[C:5]=2[N:6]=1.Br[CH2:24][CH:25]1[CH2:30][CH2:29][CH2:28][CH2:27][CH2:26]1.[C:31](=O)([O-])[O-].[K+].[K+].C[N:38]1[C:42](=[O:43])CCC1>>[CH:25]1([CH2:24][NH:1][C:2]2[S:3][C:4]3[CH:10]=[C:9]([O:11][CH2:12][C:13]4[CH:14]=[CH:18][N:20]=[C:21]([C:42]([NH2:38])=[O:43])[CH:31]=4)[CH:8]=[C:7]([CH3:22])[C:5]=3[N:6]=2)[CH2:30][CH2:29][CH2:28][CH2:27][CH2:26]1 |f:2.3.4|. Reported procedure: To the solution of 4-(2-amino-4-methylbenzo[d]thiazol-6-yloxy)-N-methylpicolinamide (30 mg, 0.095 mmol, 1.0 eq) in 1 mL of NMP was added bromomethyl cyclohexane (20 μL, 0.142 mmol, 1.5 eq) and potassium carbonate (40 mg, 0.285 mmol, 3.0 eq) at room temperature. The reaction mixture was stirred at 80° C. for 12 hours and thereafter purified via reverse phase HPLC. LC/MS (m/z) [411.1] (MH+) Reactants: C1(CCCC1)C(=O)O (Cyclopentanecarboxylic acid), [Li+].CC(C)[N-]C(C)C (LDA), C1CCOC1 (THF). Conditions: temperature -78 celsius, time 30 minute. The product is OCC1(CCCC1)C(=O)O (1-hydroxymethyl-1-cyclopentanecarboxylic acid). As a reaction SMILES: [CH:1]1([C:6]([OH:8])=[O:7])[CH2:5][CH2:4][CH2:3][CH2:2]1.[Li+].CC([N-]C(C)C)C.C1C[O:20][CH2:19]C1>>[OH:20][CH2:19][C:1]1([C:6]([OH:8])=[O:7])[CH2:5][CH2:4][CH2:3][CH2:2]1 |f:1.2|. Procedure: Cyclopentanecarboxylic acid (1.10 g, 10.0 mmol) was placed in a round-bottomed bottomed flask, filled with nitrogen, and 30 mL of THF (30 mL) was added. The solution was cooled to −78° C., and LDA (8.8 mL, 2.5 m in hexane) was added dropwise. After being stirred for 30 min., the solution was bubbled by nitrogen stream containing formaldehyde gas (formaldehyde gas was in situ generated by thermal degradation of anhydrouse paraformaldehyde at 160° C.). When the reaction solution turned light yello... Starting materials: OC1=CC=C(C(=O)O)C=C1 (4-hydroxybenzoic acid), C1(=CC=C(C=C1)S(=O)(=O)O)C.[NH+]1=CC=CC=C1 (pyridinium p-toluenesulphonic acid), O1CCCC=C1 (3,4-dihydro-2H-pyran), ice. Solvent: C(C)OCC (diethylether). Reaction conditions: time 4 hour. The product is O1C(CCCC1)OC1=CC=C(C(=O)O)C=C1 (4-(tetrahydro-2H-pyran-2-yloxy)benzoic acid). As a reaction SMILES: [OH:1][C:2]1[CH:10]=[CH:9][C:5]([C:6]([OH:8])=[O:7])=[CH:4][CH:3]=1.C1(C)C=CC(S(O)(=O)=O)=CC=1.[NH+]1C=CC=CC=1.[O:28]1[CH:33]=[CH:32][CH2:31][CH2:30][CH2:29]1>C(OCC)C>[O:28]1[CH2:33][CH2:32][CH2:31][CH2:30][CH:29]1[O:1][C:2]1[CH:10]=[CH:9][C:5]([C:6]([OH:8])=[O:7])=[CH:4][CH:3]=1 |f:1.2|. Procedure details: To an ice-cooled mixture of 4-hydroxybenzoic acid (13.81 g) in 250 ml of diethylether containing 1.98 g of pyridinium p-toluenesulphonic acid, 3,4-dihydro-2H-pyran (16 g) was drop wise added. After complete addition stirring was continued at temperature below +8° C. for 4 h and the white precipitate was filtered off, washed twice with 100 ml of +4° C. pre-cooled diethylether and dried to give nearly pure 4-(tetrahydro-2H-pyran-2-yloxy)benzoic acid as white powder. Starting materials: Cl.CC1(CCC2=CC(=CC=C12)C=1N=C(SC1)N1CCC(CC1)N)C (1-[4-(1,1-dimethylindan-5-yl)thiazol-2-yl]piperidin-4-ylamine hydrochloride), [Si](C)(C)(C(C)(C)C)OCC=O ((tert-butyldimethylsilanyloxy)acetaldehyde), C[N+](C)(C)C.C1CCOC1 (tetramethylammonium THF). Reaction SMILES: Cl.[CH3:2][C:3]1([CH3:24])[C:11]2[C:6](=[CH:7][C:8]([C:12]3[N:13]=[C:14]([N:17]4[CH2:22][CH2:21][CH:20]([NH2:23])[CH2:19][CH2:18]4)[S:15][CH:16]=3)=[CH:9][CH:10]=2)[CH2:5][CH2:4]1.[Si]([O:32][CH2:33][CH:34]=O)(C(C)(C)C)(C)C.C[N+](C)(C)C.C1COCC1>>[CH3:2][C:3]1([CH3:24])[C:11]2[C:6](=[CH:7][C:8]([C:12]3[N:13]=[C:14]([N:17]4[CH2:22][CH2:21][CH:20]([NH:23][CH2:34][CH2:33][OH:32])[CH2:19][CH2:18]4)[S:15][CH:16]=3)=[CH:9][CH:10]=2)[CH2:5][CH2:4]1 |f:0.1,3.4|. Product: CC1(CCC2=CC(=CC=C12)C=1N=C(SC1)N1CCC(CC1)NCCO)C (2-{1-[4-(1,1-Dimethylindan-5-yl)thiazol-2-yl]piperidin-4-ylamino}ethanol). Reported procedure: The preparation is carried out starting from 1-[4-(1,1-dimethylindan-5-yl)thiazol-2-yl]piperidin-4-ylamine hydrochloride and (tert-butyldimethylsilanyloxy)acetaldehyde. The protecting group is cleaved off as already described by means of a 1M tetramethylammonium/THF solution. The product was purified by means of preparative HPLC and converted into the hydrochloride. Reactants: O (water), [H-].[Na+] (Sodium hydride), O1C(COC2=C1C=CC=C2)CC=2NC=CN2 (2-(1,4-benzodioxan-2-ylmethyl)-imidazole), C(C1=CC=CC=C1)Br (benzyl bromide). The solvent is CN(C=O)C (dimethylformamide). Conditions: time 30 minute. The product is C(C1=CC=CC=C1)N1C(=NC=C1)CC1COC2=C(O1)C=CC=C2 (1-Benzyl-2-(1,4-benzodioxan-2-ylmethyl)imidazole). As a reaction SMILES: [H-].[Na+].[O:3]1[C:8]2[CH:9]=[CH:10][CH:11]=[CH:12][C:7]=2[O:6][CH2:5][CH:4]1[CH2:13][C:14]1[NH:15][CH:16]=[CH:17][N:18]=1.[CH2:19](Br)[C:20]1[CH:25]=[CH:24][CH:23]=[CH:22][CH:21]=1.O>CN(C)C=O>[CH2:19]([N:18]1[CH:17]=[CH:16][N:15]=[C:14]1[CH2:13][CH:4]1[O:3][C:8]2[CH:9]=[CH:10][CH:11]=[CH:12][C:7]=2[O:6][CH2:5]1)[C:20]1[CH:25]=[CH:24][CH:23]=[CH:22][CH:21]=1 |f:0.1|. Procedure: Sodium hydride (3.0 g of 50% dispersion in oil) was added to a solution of 2-(1,4-benzodioxan-2-ylmethyl)-imidazole (5.2 g) in dimethylformamide (50 ml) and the resulting mixture was stirred for 30 minutes. The solution was cooled in an ice bath and benzyl bromide (3 ml) was added. After warming to room temperature the mixture was poured into water (250 ml) and extracted with ethyl acetate (3×100 ml). The ethyl acetate extracts were combined, washed with water (3×100 ml), dried over sodium sulfa...